The task is: describe an organic reaction: reactants, conditions, products, and yield. This data is from the Open Reaction Database (ORD), a public repository of structured organic reaction records. Starting materials: ClCC=1N=C(SC1)C1=CC=C(C=C1)Cl (4-chloromethyl-2-(4-chloro-phenyl)-thiazole), C([O-])([O-])=O.[Cs+].[Cs+] (cesium carbonate), [I-].[K+] (potassium iodide), COC([C@H](CC1=C(C=C(C=C1)O)F)OCC)=O ((2S)-2-ethoxy-3-(2-fluoro-4-hydroxy-phenyl)-propionic acid methyl ester). Yields the product COC([C@H](CC1=C(C=C(C=C1)OCC=1N=C(SC1)C1=CC=C(C=C1)Cl)F)OCC)=O ((S)-3-{4-[2-(4-chloro-phenyl)-thiazol-4-ylmethoxy]-2-fluoro-phenyl}-2-ethoxy-propionic acid methyl ester). As a reaction SMILES: [CH3:1][O:2][C:3](=[O:17])[C@@H:4]([O:14][CH2:15][CH3:16])[CH2:5][C:6]1[CH:11]=[CH:10][C:9]([OH:12])=[CH:8][C:7]=1[F:13].Cl[CH2:19][C:20]1[N:21]=[C:22]([C:25]2[CH:30]=[CH:29][C:28]([Cl:31])=[CH:27][CH:26]=2)[S:23][CH:24]=1.C(=O)([O-])[O-].[Cs+].[Cs+].[I-].[K+]>>[CH3:1][O:2][C:3](=[O:17])[C@@H:4]([O:14][CH2:15][CH3:16])[CH2:5][C:6]1[CH:11]=[CH:10][C:9]([O:12][CH2:19][C:20]2[N:21]=[C:22]([C:25]3[CH:30]=[CH:29][C:28]([Cl:31])=[CH:27][CH:26]=3)[S:23][CH:24]=2)=[CH:8][C:7]=1[F:13] |f:2.3.4,5.6|. Reported procedure: In analogy to the procedure described in example 14 b], (2S)-2-ethoxy-3-(2-fluoro-4-hydroxy-phenyl)-propionic acid methyl ester was reacted with 4-chloromethyl-2-(4-chloro-phenyl)-thiazole (example 14 a]) in the presence of cesium carbonate and potassium iodide to yield (S)-3-{4-[2-(4-chloro-phenyl)-thiazol-4-ylmethoxy]-2-fluoro-phenyl}-2-ethoxy-propionic acid methyl ester as light yellow oil. The reactants are CC=1C=C(C=CC1)CCC1=C(C=CC=C1)O (2-[2-(3-methylphenyl)ethyl]phenol), CC(C)([O-])C.[K+] (potassium t-butoxide), Cl.ClCCC1N(CCC1)C (2-(2-chloroethyl)-1-methylpyrrolidine hydrochloride). The solvent is CC(=O)N(C)C (dimethylacetamide). Yields the product CN1C(CCC1)CCOC1=C(C=CC=C1)CCC1=CC(=CC=C1)C (1-Methyl-2-(2-{2-[2-(3-methylphenyl)ethyl]phenoxy}ethyl)pyrrolidine). Yield: 9.8%. RXN SMILES: [CH3:1][C:2]1[CH:3]=[C:4]([CH2:8][CH2:9][C:10]2[CH:15]=[CH:14][CH:13]=[CH:12][C:11]=2[OH:16])[CH:5]=[CH:6][CH:7]=1.CC(C)([O-])C.[K+].Cl.Cl[CH2:25][CH2:26][CH:27]1[CH2:31][CH2:30][CH2:29][N:28]1[CH3:32]>CC(N(C)C)=O>[CH3:32][N:28]1[CH2:29][CH2:30][CH2:31][CH:27]1[CH2:26][CH2:25][O:16][C:11]1[CH:12]=[CH:13][CH:14]=[CH:15][C:10]=1[CH2:9][CH2:8][C:4]1[CH:5]=[CH:6][CH:7]=[C:2]([CH3:1])[CH:3]=1 |f:1.2,3.4|. Procedure details: Following a procedure similar to that described in Example 35(a), 1.00 g of 2-[2-(3-methylphenyl)ethyl]phenol (prepared as described in Preparation 25), 1.05 g of potassium t-butoxide and 0.870 g of 2-(2-chloroethyl)-1-methylpyrrolidine hydrochloride were reacted in 10 ml of dimethylacetamide. The mixture was then worked up as described in Example 35(a), and the crude product thus obtained was purified by column chromatography through silica gel, using a 10:1 by volume mixture of methylene chlor... Starting materials: FC(C1=CC(=NC=2N1N=CC2C(=O)O)C2=CC(=C(C=C2)Cl)C)F (7-difluoromethyl-5-(3-methyl-4-chloro-phenyl)-pyrazolo[1,5-a]pyrimidine-3-carboxylic acid), CS(=O)(=O)C=1C=C(C=CC1)N (3-methanesulfonyl-phenylamine), Cl (hydrochloride). Product: CS(=O)(=O)C=1C=C(C=CC1)NC(=O)C=1C=NN2C1N=C(C=C2C(F)F)C2=CC(=C(C=C2)Cl)C (5-(4-Chloro-3-methyl-phenyl)-7-difluoromethyl-pyrazolo[1,5-a]pyrimidine-3-carboxylic acid(3-methanesulfonyl-phenyl)-amide). As a reaction SMILES: [F:1][CH:2]([F:23])[C:3]1[N:8]2[N:9]=[CH:10][C:11]([C:12]([OH:14])=O)=[C:7]2[N:6]=[C:5]([C:15]2[CH:20]=[CH:19][C:18]([Cl:21])=[C:17]([CH3:22])[CH:16]=2)[CH:4]=1.[CH3:24][S:25]([C:28]1[CH:29]=[C:30]([NH2:34])[CH:31]=[CH:32][CH:33]=1)(=[O:27])=[O:26].Cl>>[CH3:24][S:25]([C:28]1[CH:29]=[C:30]([NH:34][C:12]([C:11]2[CH:10]=[N:9][N:8]3[C:3]([CH:2]([F:1])[F:23])=[CH:4][C:5]([C:15]4[CH:20]=[CH:19][C:18]([Cl:21])=[C:17]([CH3:22])[CH:16]=4)=[N:6][C:7]=23)=[O:14])[CH:31]=[CH:32][CH:33]=1)(=[O:26])=[O:27]. Procedure details: The title compound was prepared from 7-difluoromethyl-5-(3-methyl-4-chloro-phenyl)-pyrazolo[1,5-a]pyrimidine-3-carboxylic acid (Example C.14) and 3-methanesulfonyl-phenylamine [commercially available as hydrochloride] according to general procedure II. Yellow solid. MS (ISP) 488.9 [(M−H)−]; mp 270° C. Starting materials: C(C)(C)(C)OC(=O)NC(C(=O)OC)CC(C1=C(C(=CC=C1)F)F)C#N (methyl 2-[(tert-butoxycarbonyl)amino]-4-cyano-4-(2,3-difluorophenyl)butanoate). The reagents and catalysts are [OH-].[OH-].[Pd+2] (palladium hydroxide on carbon). Solvent: CO (methanol). Conditions: time 90 minute. Product: FC1=C(C=CC=C1F)[C@@H]1C[C@@H](C(NC1)=O)NC(OC(C)(C)C)=O (tert-Butyl [(3S,5S)-5-(2,3-difluorophenyl)-2-oxopiperidin-3-yl]carbamate). Isolated yield 19.8%. As a reaction SMILES: [C:1]([O:5][C:6]([NH:8][CH:9]([CH2:14][CH:15]([C:24]#[N:25])[C:16]1[CH:21]=[CH:20][CH:19]=[C:18]([F:22])[C:17]=1[F:23])[C:10](OC)=[O:11])=[O:7])([CH3:4])([CH3:3])[CH3:2]>CO.[OH-].[OH-].[Pd+2]>[F:23][C:17]1[C:18]([F:22])=[CH:19][CH:20]=[CH:21][C:16]=1[C@H:15]1[CH2:24][NH:25][C:10](=[O:11])[C@@H:9]([NH:8][C:6](=[O:7])[O:5][C:1]([CH3:4])([CH3:3])[CH3:2])[CH2:14]1 |f:2.3.4|. Procedure: To a solution of methyl 2-[(tert-butoxycarbonyl)amino]-4-cyano-4-(2,3-difluorophenyl)butanoate (11.0 g, 31.0 mmol) in methanol (621 mL) was added palladium hydroxide on carbon powder (20% palladium, with moisture ca 60%) (5.45 g, 3.10 mmol). The mixture was pressurized to 50 psi under an atmosphere of hydrogen. After 90 min, the mixture was filtered and concentrated. Purification by chromatography (Chiral Pak® AD® column, 60% ethanol/hexanes with 0.1% diethylamine) gave the title compound (2.0 g...